This data is from the Open Reaction Database (ORD), a public repository of structured organic reaction records. The task is: describe an organic reaction: reactants, conditions, products, and yield Reactants: FC(C1=CC=C(C=N1)CC#N)(F)F ((6-trifluoromethyl-pyridin-3-yl)-acetonitrile), C(C)N1N=C(C2=CC(=CC=C12)[N+](=O)[O-])C (1-ethyl-3-methyl-5-nitro-1H-indazole), C(=O)[O-].[NH4+] (ammonium formate). The reagents and catalysts are [Pd] (Pd/C). Solvent: CO (MeOH). Conditions: temperature 80 celsius, time 2 hour. The product is C(C)N1N=C(C2=CC(=CC=C12)NCCC=1C=NC(=CC1)C(F)(F)F)C ((1-Ethyl-3-methyl-1H-indazol-5-yl)-[2-(6-trifluoromethyl-pyridin-3-yl)-ethyl]-amine). The yield is 60.6%. Reaction SMILES: [F:1][C:2]([F:13])([F:12])[C:3]1[N:8]=[CH:7][C:6]([CH2:9][C:10]#[N:11])=[CH:5][CH:4]=1.[CH2:14]([N:16]1[C:24]2[C:19](=[CH:20][C:21]([N+]([O-])=O)=[CH:22][CH:23]=2)[C:18]([CH3:28])=[N:17]1)[CH3:15].C([O-])=O.[NH4+]>CO.[Pd]>[CH2:14]([N:16]1[C:24]2[C:19](=[CH:20][C:21]([NH:11][CH2:10][CH2:9][C:6]3[CH:7]=[N:8][C:3]([C:2]([F:12])([F:1])[F:13])=[CH:4][CH:5]=3)=[CH:22][CH:23]=2)[C:18]([CH3:28])=[N:17]1)[CH3:15] |f:2.3|. Procedure details: A solution of (6-trifluoromethyl-pyridin-3-yl)-acetonitrile (849 mg, 4.14 mmol, prepared as per example 47, step 1) and 1-ethyl-3-methyl-5-nitro-1H-indazole (700 mg, 3.76 mmol) in MeOH (10 mL) was treated with ammonium formate (5 eq.) and 10% Pd/C (140 mg) and stirred at 80° C. for 2 h. Filtration, concentration and purification by chromatography (SiO2, heptane:ethyl acetate=95:5 to 60:40) afforded the title compound (794 mg, 61%) as a light yellow oil. MS m/e: 349.1 [M+H]+. The reactants are NCC=1C=CC(=C(C#N)C1)OC1=CC(=C(C=C1)Cl)C(F)(F)F (5-(aminomethyl)-2-{[4-chloro-3-(trifluoromethyl)phenyl]oxy}benzonitrile), ClC1=NC=CC(=N1)Cl (2,4-dichloropyrimidine), TEA. Product: ClC1=NC=CC(=N1)NCC=1C=CC(=C(C#N)C1)OC1=CC(=C(C=C1)Cl)C(F)(F)F (5-{[(2-Chloro-4-pyrimidinyl)amino]methyl}-2-{[4-Chloro-3-(trifluoromethyl)phenyl]oxy}benzonitrile). Reaction SMILES: [NH2:1][CH2:2][C:3]1[CH:4]=[CH:5][C:6]([O:11][C:12]2[CH:17]=[CH:16][C:15]([Cl:18])=[C:14]([C:19]([F:22])([F:21])[F:20])[CH:13]=2)=[C:7]([CH:10]=1)[C:8]#[N:9].[Cl:23][C:24]1[N:29]=[C:28](Cl)[CH:27]=[CH:26][N:25]=1>CN(C)C=O>[Cl:23][C:24]1[N:29]=[C:28]([NH:1][CH2:2][C:3]2[CH:4]=[CH:5][C:6]([O:11][C:12]3[CH:17]=[CH:16][C:15]([Cl:18])=[C:14]([C:19]([F:22])([F:20])[F:21])[CH:13]=3)=[C:7]([CH:10]=2)[C:8]#[N:9])[CH:27]=[CH:26][N:25]=1. The yield is 71.4%. Procedure details: A solution of 5-(aminomethyl)-2-{[4-chloro-3-(trifluoromethyl)phenyl]oxy}benzonitrile (500 mg, 1.530 mmol), 2,4-dichloropyrimidine (239 mg, 1.607 mmol) and TEA (1.280 mL, 9.18 mmol) in the N,N-dimethylformamide (5 mL) was stirred at rt overnight. Purification via Biotage-C18 system afforded the title product (480 mg) as a white solid. LC-MS (ESI): m/z 439 [M+H]+; 3.56 min (ret time). Solvent: CN(C=O)C (N,N-dimethylformamide). The reactants are C1CCNCC1, O=C(NCC12CC3CC(CC(C3)C1)C2)c1cc(NCCCl)ccc1Cl, C1CCOC1. Yields the product O=C(NCC12CC3CC(CC(C3)C1)C2)c1cc(NCCN2CCCCC2)ccc1Cl. Reaction SMILES: [CH2:26]1[CH2:27][CH2:28][NH:29][CH2:30][CH2:31]1.[Cl:1][c:2]1[c:3]([C:4](=[O:5])[NH:6][CH2:7][C:8]23[CH2:9][CH:10]4[CH2:11][CH:12]([CH2:13][CH:14]([CH2:15]2)[CH2:16]4)[CH2:17]3)[cH:18][c:19]([NH:22][CH2:23][CH2:24][Cl:25])[cH:20][cH:21]1.[O:32]1[CH2:33][CH2:34][CH2:35][CH2:36]1>>[Cl:1][c:2]1[c:3]([C:4](=[O:5])[NH:6][CH2:7][C:8]23[CH2:9][CH:10]4[CH2:11][CH:12]([CH2:13][CH:14]([CH2:15]2)[CH2:16]4)[CH2:17]3)[cH:18][c:19]([NH:22][CH2:23][CH2:24][N:29]2[CH2:28][CH2:27][CH2:26][CH2:31][CH2:30]2)[cH:20][cH:21]1. Reactants: IC1=CC=C(OCC=2C=C(OC2C)C(=O)O)C=C1 (4-(4-Iodo-phenoxymethyl)-5-methyl-furan-2-carboxylic acid), FC(OC1=C(C=CC=C1)B(O)O)(F)F ((2-trifluoromethoxy-phenyl)-boronic acid). The product is CC1=C(C=C(O1)C(=O)O)COC1=CC=C(C=C1)C1=C(C=CC=C1)OC(F)(F)F (5-Methyl-4-(2′-trifluoromethoxy-biphenyl-4-yloxymethyl)-furan-2-carboxylic acid). Reaction SMILES: I[C:2]1[CH:18]=[CH:17][C:5]([O:6][CH2:7][C:8]2[CH:9]=[C:10]([C:14]([OH:16])=[O:15])[O:11][C:12]=2[CH3:13])=[CH:4][CH:3]=1.[F:19][C:20]([F:32])([F:31])[O:21][C:22]1[CH:27]=[CH:26][CH:25]=[CH:24][C:23]=1B(O)O>>[CH3:13][C:12]1[O:11][C:10]([C:14]([OH:16])=[O:15])=[CH:9][C:8]=1[CH2:7][O:6][C:5]1[CH:17]=[CH:18][C:2]([C:23]2[CH:24]=[CH:25][CH:26]=[CH:27][C:22]=2[O:21][C:20]([F:19])([F:32])[F:31])=[CH:3][CH:4]=1. Reported procedure: Compound (115) was prepared from compound (26) and (2-trifluoromethoxy-phenyl)-boronic acid by adapting the procedure of Example 27B. LC/MS System B; Rt=1.97 mins, m/z (ES−)=391 (M−H for C20H15F3O5). The reactants are C(C=C)OC1=CC=C(C=C1)CN1CCC(CC1)C(O)(C1=CC=C(C=C1)OC(F)(F)F)C1=CC=C(C=C1)OC(F)(F)F (N-[4-(2-propen-1-yloxy)phenylmethyl]-4-[bis(4-trifluoromethoxyphenyl)hydroxymethyl]piperidine), C(C=C)OC1=CC=C(C=C1)CN1CCC(CC1)C(O)(C1=CC=C(C=C1)OC(F)(F)F)C1=CC=C(C=C1)OC(F)(F)F (N-[4-(2-propen-1-yloxy)phenylmethyl]-4-[bis(4-trifluoromethoxyphenyl)hydroxymethyl]piperidine), ClC=1C=C(C(=O)OO)C=CC1 (3-chloroperoxybenzoic acid). Run in C(Cl)(Cl)Cl (chloroform). Conditions: time 2 hour. The product is C(C=C)OC1=CC=C(C=C1)C[N+]1(CCC(CC1)C(O)(C1=CC=C(C=C1)OC(F)(F)F)C1=CC=C(C=C1)OC(F)(F)F)[O-] (N-[4-(2-propen-1-yloxy)phenylmethyl]-4-[bis(4-trifluoromethoxyphenyl)hydroxymethyl]piperidine N-oxide). The yield is 41.8%. RXN SMILES: [CH2:1]([O:4][C:5]1[CH:10]=[CH:9][C:8]([CH2:11][N:12]2[CH2:17][CH2:16][CH:15]([C:18]([C:31]3[CH:36]=[CH:35][C:34]([O:37][C:38]([F:41])([F:40])[F:39])=[CH:33][CH:32]=3)([C:20]3[CH:25]=[CH:24][C:23]([O:26][C:27]([F:30])([F:29])[F:28])=[CH:22][CH:21]=3)[OH:19])[CH2:14][CH2:13]2)=[CH:7][CH:6]=1)[CH:2]=[CH2:3].ClC1C=C(C=CC=1)C(OO)=[O:47]>C(Cl)(Cl)Cl>[CH2:1]([O:4][C:5]1[CH:10]=[CH:9][C:8]([CH2:11][N+:12]2([O-:47])[CH2:13][CH2:14][CH:15]([C:18]([C:20]3[CH:25]=[CH:24][C:23]([O:26][C:27]([F:28])([F:29])[F:30])=[CH:22][CH:21]=3)([C:31]3[CH:32]=[CH:33][C:34]([O:37][C:38]([F:41])([F:39])[F:40])=[CH:35][CH:36]=3)[OH:19])[CH2:16][CH2:17]2)=[CH:7][CH:6]=1)[CH:2]=[CH2:3]. Procedure details: To a stirred solution of 0.5 gram (0.0008 mole) of N-[4-(2-propen-1-yloxy)phenylmethyl]-4-[bis(4-trifluoromethoxyphenyl)hydroxymethyl]piperidine (Compound 42, prepared in Example 5) in 10 mL of chloroform was added 0.3 gram (0.0008 mole) of 50% 3-chloroperoxybenzoic acid. Upon completion of addition, the reaction mixture was stirred at ambient temperature for about 2 hours. After this time the reaction mixture was washed, first, with an aqueous solution saturated with sodium bicarbonate, and the... RXN SMILES: [CH3:16][OH:17].[CH3:1][O:2][C:3]([c:4]1[cH:5][n:6][c:7]([CH2:10][OH:11])[cH:8][cH:9]1)=[O:12].[ClH:13].[Na+:15].[OH-:14]>>[O:2]=[C:3]([c:4]1[cH:5][n:6][c:7]([CH2:10][OH:11])[cH:8][cH:9]1)[OH:12]. Product: O=C(O)c1ccc(CO)nc1. Starting materials: CO, COC(=O)c1ccc(CO)nc1, Cl, [Na+], [OH-]. Reactants: Oc1c(Br)cc(-c2c3ccccc3c(Cl)c3sc4ccccc4c23)cc1Br, Br, Cl, ClC(Cl)Cl, O=C(O)C(O)Cc1ccccc1. Product: O=C(O)C(Cc1ccccc1)Oc1c(Br)cc(-c2c3ccccc3c(Cl)c3sc4ccccc4c23)cc1Br. RXN SMILES: [Br:1][c:2]1[c:3]([OH:27])[c:4]([Br:26])[cH:5][c:6](-[c:8]2[c:9]3[cH:10][cH:11][cH:12][cH:13][c:14]3[c:15]([Cl:25])[c:16]3[c:17]2[c:18]2[c:19]([s:20]3)[cH:21][cH:22][cH:23][cH:24]2)[cH:7]1.[Br:40].[Cl:41].[Cl:42][CH:43]([Cl:44])[Cl:45].[OH:28][CH:29]([C:30](=[O:31])[OH:32])[CH2:33][c:34]1[cH:35][cH:36][cH:37][cH:38][cH:39]1>>[Br:1][c:2]1[c:3]([O:27][CH:29]([C:30](=[O:31])[OH:32])[CH2:33][c:34]2[cH:35][cH:36][cH:37][cH:38][cH:39]2)[c:4]([Br:26])[cH:5][c:6](-[c:8]2[c:9]3[cH:10][cH:11][cH:12][cH:13][c:14]3[c:15]([Cl:25])[c:16]3[c:17]2[c:18]2[c:19]([s:20]3)[cH:21][cH:22][cH:23][cH:24]2)[cH:7]1. Starting materials: 4-thiocyano, alcohol, [N-]=[N+]=[N-].[Na+] (sodium azide), ClC(=O)[O-] (chloroformate), alcohol, C(=O)(Cl)Cl (phosgene), ClC(=O)[O-] (chloroformate), C(C)(=O)[O-] (acetate), [OH-].[K+] (KOH), C(C)(=O)OCCCC(C)(Cl)N=NC(C)(C)C (4-t-butylazo-4-chloropentyl acetate), alcohol. Run in CO (methanol), CCCCC (pentane), N1=CC=CC=C1 (pyridine), CCCCC (pentane). Yields the product ClC(=O)OCCCC(C)(N=[N+]=[N-])N=NC(C)(C)C (4-t-Butylazo-4-azidopentyl chloroformate). Reaction SMILES: [C:1]([O:4][CH2:5][CH2:6][CH2:7][C:8]([N:11]=[N:12][C:13]([CH3:16])([CH3:15])[CH3:14])(Cl)[CH3:9])(=[O:3])C.[N-:17]=[N+:18]=[N-:19].[Na+].C([O-])(=O)C.[OH-].[K+].[Cl:27]C([O-])=O.C(Cl)(Cl)=O>CO.CCCCC.N1C=CC=CC=1>[Cl:27][C:1]([O:4][CH2:5][CH2:6][CH2:7][C:8]([N:11]=[N:12][C:13]([CH3:16])([CH3:15])[CH3:14])([N:17]=[N+:18]=[N-:19])[CH3:9])=[O:3] |f:1.2,4.5|. Reported procedure: This compound was prepared in the same manner as the 4-thiocyano derivative described in Example XXXI except that the 4-t-butylazo-4-chloropentyl acetate was added to a slight molar excess of sodium azide in 70% aqueous methanol. The acetate was saponified by the addition of excess KOH to the reaction. The alcohol was then converted to the chloroformate by adding a pentane solution of the alcohol and pyridine to a pentane solution of phosgene. After workup the infrared spectrum confirmed that th... The reactants are O=c1c2nn(Cc3ccc(-n4cccn4)cc3)c3ccccc3c-2nn1-c1c(F)cccc1Br, [C-]#N, [C-]#N, CN(C)C=O, O, [Zn+2]. Product: N#Cc1cccc(F)c1-n1nc2c3ccccc3n(Cc3ccc(-n4cccn4)cc3)nc-2c1=O. As a reaction SMILES: [Br:1][c:2]1[c:3](-[n:9]2[n:10][c:11]3[c:20]4[c:15]([n:14]([CH2:21][c:22]5[cH:23][cH:24][c:25](-[n:28]6[n:29][cH:30][cH:31][cH:32]6)[cH:26][cH:27]5)[n:13][c:12]-3[c:33]2=[O:34])[cH:16][cH:17][cH:18][cH:19]4)[c:4]([F:8])[cH:5][cH:6][cH:7]1.[C-:41]#[N:42].[C-:44]#[N:45].[CH3:36][N:37]([CH3:38])[CH:39]=[O:40].[OH2:35].[Zn+2:43]>>[c:2]1([C:36]#[N:37])[c:3](-[n:9]2[n:10][c:11]3[c:20]4[c:15]([n:14]([CH2:21][c:22]5[cH:23][cH:24][c:25](-[n:28]6[n:29][cH:30][cH:31][cH:32]6)[cH:26][cH:27]5)[n:13][c:12]-3[c:33]2=[O:34])[cH:16][cH:17][cH:18][cH:19]4)[c:4]([F:8])[cH:5][cH:6][cH:7]1. The reactants are [BH3-]C#N, CCCCCCNC1CCc2cc(Oc3ccc(C(N)=O)cn3)ccc21, [Na+]. Product: CCCCCCN(C)C1CCc2cc(Oc3ccc(C(N)=O)cn3)ccc21. RXN SMILES: [C:27]([BH3-:28])#[N:29].[CH2:1]([CH2:2][CH2:3][CH2:4][CH2:5][CH3:6])[NH:7][CH:8]1[CH2:9][CH2:10][c:11]2[cH:12][c:13]([O:17][c:18]3[n:19][cH:20][c:21]([C:22](=[O:23])[NH2:24])[cH:25][cH:26]3)[cH:14][cH:15][c:16]21.[Na+:30]>>[CH2:1]([CH2:2][CH2:3][CH2:4][CH2:5][CH3:6])[N:7]([CH:8]1[CH2:9][CH2:10][c:11]2[cH:12][c:13]([O:17][c:18]3[n:19][cH:20][c:21]([C:22](=[O:23])[NH2:24])[cH:25][cH:26]3)[cH:14][cH:15][c:16]21)[CH3:27].